describe an organic reaction: reactants, conditions, products, and yield From a dataset of the Open Reaction Database (ORD), a public repository of structured organic reaction records. Reactants: FB(F)F, C1=CCCC1, Cc1ccccc1O, CCCCC, O, O=P(O)(O)O. The product is Cc1cccc(C2CCCC2)c1O. RXN SMILES: [B:6]([F:7])([F:8])[F:9].[CH2:18]1[CH2:19][CH:20]=[CH:21][CH2:22]1.[CH3:10][c:11]1[cH:12][cH:13][cH:14][cH:15][c:16]1[OH:17].[CH3:24][CH2:25][CH2:26][CH2:27][CH3:28].[OH2:23].[P:1](=[O:2])([OH:3])([OH:4])[OH:5]>>[CH3:10][c:11]1[cH:12][cH:13][cH:14][c:15]([CH:20]2[CH2:19][CH2:18][CH2:22][CH2:21]2)[c:16]1[OH:17]. Starting materials: C([O-])(O)=O.[Na+] (sodium bicarbonate), COC1=C(CNC=2C3=C(N=CN2)N(C=C3)[C@@H]3O[C@@H]([C@H]([C@H]3O)O)CO)C=CC(=C1)OC ((2R,3R,4S,5R)-2-(4-((2,4-dimethoxybenzyl)amino)-7H-pyrrolo[2,3-d]pyrimidin-7-yl)-5-(hydroxymethyl)tetrahydrofuran-3,4-diol), COC(C)(C)OC (2,2-dimethoxypropane), C12(C(=O)CC(CC1)C2(C)C)CS(=O)(=O)O (10-camphorsulfonic acid), O.C1(=CC=C(C=C1)S(=O)(=O)O)C (p-toluenesulfonic acid monohydrate), crude product, C([O-])(O)=O.[Na+] (sodium bicarbonate), CO (methanol). The solvent is CC(=O)C (acetone), CC(OCC)=O (EA). Conditions: time 1 hour. Yields the product COC1=C(CNC=2C3=C(N=CN2)N(C=C3)[C@@H]3O[C@@H]([C@@H]2[C@H]3OC(O2)(C)C)CO)C=CC(=C1)OC (((3aR,4R,6R,6aR)-6-(4-((2,4-dimethoxybenzyl)amino)-7H-pyrrolo[2,3-d]pyrimidin-7-yl)-2,2-dimethyltetrahydrofuro[3,4-d][1,3]dioxol-4-yl)methanol). Isolated yield 83.2%. As a reaction SMILES: [CH3:1][O:2][C:3]1[CH:28]=[C:27]([O:29][CH3:30])[CH:26]=[CH:25][C:4]=1[CH2:5][NH:6][C:7]1[C:8]2[CH:15]=[CH:14][N:13]([C@H:16]3[C@H:20]([OH:21])[C@H:19]([OH:22])[C@@H:18]([CH2:23][OH:24])[O:17]3)[C:9]=2[N:10]=[CH:11][N:12]=1.CO[C:33](OC)([CH3:35])[CH3:34].C12(CS(O)(=O)=O)C(C)(C)C(CC1)CC2=O.C(=O)(O)[O-].[Na+].CO.O.C1(C)C=CC(S(O)(=O)=O)=CC=1>CC(C)=O.CC(=O)OCC>[CH3:1][O:2][C:3]1[CH:28]=[C:27]([O:29][CH3:30])[CH:26]=[CH:25][C:4]=1[CH2:5][NH:6][C:7]1[C:8]2[CH:15]=[CH:14][N:13]([C@H:16]3[C@@H:20]4[O:21][C:33]([CH3:35])([CH3:34])[O:22][C@@H:19]4[C@@H:18]([CH2:23][OH:24])[O:17]3)[C:9]=2[N:10]=[CH:11][N:12]=1 |f:3.4,6.7|. Procedure details: A solution of (2R,3R,4S,5R)-2-(4-((2,4-dimethoxybenzyl)amino)-7H-pyrrolo[2,3-d]pyrimidin-7-yl)-5-(hydroxymethyl)tetrahydrofuran-3,4-diol (3.30 g, 7.45 mmol) in acetone (76.5 mL) and 2,2-dimethoxypropane (16.5 mL, 134 mmol) was treated with 10-camphorsulfonic acid (1.73 g, 7.44 mmol) in one portion and the reaction was allowed to stir at room temperature. After 1 h, all SM was consumed by HPLC. The reaction was quenched by the addition of sodium bicarbonate (1.88 g, 22.3 mmol) and the reaction mi... The reactants are O=C1CCC(=O)N1Br, CCOC1=CC(=O)CCC1, ClCCl. Yields the product CCOC1=C(Br)C(=O)CCC1. RXN SMILES: [Br:11][N:12]1[C:13](=[O:14])[CH2:15][CH2:16][C:17]1=[O:18].[CH2:1]([CH3:2])[O:3][C:4]1=[CH:5][C:6](=[O:10])[CH2:7][CH2:8][CH2:9]1.[Cl:19][CH2:20][Cl:21]>>[CH2:1]([CH3:2])[O:3][C:4]1=[C:5]([Br:11])[C:6](=[O:10])[CH2:7][CH2:8][CH2:9]1.